From a dataset of the Open Reaction Database (ORD), a public repository of structured organic reaction records. describe an organic reaction: reactants, conditions, products, and yield Starting materials: C(C)(=O)[O-].[NH4+] (ammonium acetate), CSC1=NC=CC(=N1)C(C(=O)C1=CC(=CC=C1)C(F)(F)F)=NO (1-(2-methylthiopyrimidin-4-yl)-2-(3-trifluoromethylphenyl)ethane-1,2-dione-1-oxime), C(=O)(OCC1=CC=CC=C1)N1CCC(CC1)C=O (N-carbobenzyloxypiperidine-4-carboxaldehyde). Run in C(C)(=O)O (acetic acid). The product is C(C1=CC=CC=C1)OC(=O)N1CCC(CC1)C=1N(C(=C(N1)C1=CC(=CC=C1)C(F)(F)F)C1=NC(=NC=C1)SC)O (4-[1-Hydroxy-5-(2-methylthiopyrimidin-4-yl)-4-(3-trifluoromethylphenyl)-1H-imidazol-2-yl]piperidine-1-carboxylic acid benzyl ester). The yield is 114.2%. Reaction SMILES: [CH3:1][S:2][C:3]1[N:8]=[C:7]([C:9](=[N:22][OH:23])[C:10]([C:12]2[CH:17]=[CH:16][CH:15]=[C:14]([C:18]([F:21])([F:20])[F:19])[CH:13]=2)=O)[CH:6]=[CH:5][N:4]=1.[C:24]([N:34]1[CH2:39][CH2:38][CH:37]([CH:40]=O)[CH2:36][CH2:35]1)([O:26][CH2:27][C:28]1[CH:33]=[CH:32][CH:31]=[CH:30][CH:29]=1)=[O:25].C([O-])(=O)C.[NH4+:46]>C(O)(=O)C>[CH2:27]([O:26][C:24]([N:34]1[CH2:39][CH2:38][CH:37]([C:40]2[N:22]([OH:23])[C:9]([C:7]3[CH:6]=[CH:5][N:4]=[C:3]([S:2][CH3:1])[N:8]=3)=[C:10]([C:12]3[CH:17]=[CH:16][CH:15]=[C:14]([C:18]([F:21])([F:20])[F:19])[CH:13]=3)[N:46]=2)[CH2:36][CH2:35]1)=[O:25])[C:28]1[CH:33]=[CH:32][CH:31]=[CH:30][CH:29]=1 |f:2.3|. Procedure: To a mixture of 1-(2-methylthiopyrimidin-4-yl)-2-(3-trifluoromethylphenyl)ethane-1,2-dione-1-oxime (5.0 g, 0.0146 mole) and N-carbobenzyloxypiperidine-4-carboxaldehyde [Amici et al Eur. J. Med. Chem. 26, 625-631 (1991)] (4.70 g, 0.019 mole), in acetic acid (140 mL) was added ammonium acetate (23 g, 0.295 mole). The mixture was heated to reflux for 11/2 hours, cooled and concentrated to remove most of the acetic acid. The residue was dissolved in water (200 mL) and ethyl acetate (400 mL) and the ... RXN SMILES: [Cl:1][C:2]1[CH:11]=[CH:10][CH:9]=[C:8]2[C:3]=1[CH:4]=[CH:5][N:6]1[CH:14]=[C:13]([CH3:15])[N:12]=[C:7]12.P(Cl)(Cl)(Cl)=O.[OH-].[Na+].CN(C)[CH:25]=[O:26]>>[Cl:1][C:2]1[CH:11]=[CH:10][CH:9]=[C:8]2[C:3]=1[CH:4]=[CH:5][N:6]1[C:14]([CH:25]=[O:26])=[C:13]([CH3:15])[N:12]=[C:7]12 |f:2.3|. Reported procedure: A solution of 7-chloro-2-methylimidazo[2,1-a]isoquinoline (4 g) in N,N-dimethylformamide (40 ml) was added dropwise to a mixture of N,N-dimethylformamide (5.7 ml) and phosphoryl chloride (1.86 ml) under ice cooling. After being stirred at 85-90° C. for 6 hours, the mixture was poured into ice-water, basified with aqueous sodium hydroxide, heated at 80° C. for 20 minutes and cooled. The resulting precipitate was collected by filtration, washed with water and recrystallized from methanol to give 7... Reaction conditions: temperature 87.5 celsius, time 6 hour. Starting materials: ClC1=C2C=CN3C(C2=CC=C1)=NC(=C3)C (7-chloro-2-methylimidazo[2,1-a]isoquinoline), P(=O)(Cl)(Cl)Cl (phosphoryl chloride), CN(C=O)C (N,N-dimethylformamide), CN(C=O)C (N,N-dimethylformamide), [OH-].[Na+] (sodium hydroxide), ice water. Yields the product ClC1=C2C=CN3C(C2=CC=C1)=NC(=C3C=O)C (7-chloro-3-formyl-2methylimidazo[2,1-a]isoquinoline). The reactants are CCc1ccc(C2CC(C(=O)OC)CN(C=O)C2)cc1F, CO, Cl, O. Product: CCc1ccc(C2CNCC(C(=O)OC)C2)cc1F, Cl. As a reaction SMILES: [CH2:1]([CH3:2])[c:3]1[c:4]([F:21])[cH:5][c:6]([CH:9]2[CH2:10][CH:11]([C:17](=[O:18])[O:19][CH3:20])[CH2:12][N:13]([CH:15]=[O:16])[CH2:14]2)[cH:7][cH:8]1.[CH3:24][OH:25].[ClH:23].[OH2:22]>>[CH2:1]([CH3:2])[c:3]1[c:4]([F:21])[cH:5][c:6]([CH:9]2[CH2:10][CH:11]([C:17](=[O:18])[O:19][CH3:20])[CH2:12][NH:13][CH2:14]2)[cH:7][cH:8]1.[ClH:23]. Starting materials: O=C(O)CCCCCCCCCCBr, CCCC[N+](CCCC)(CCCC)CCCC, CC#N, [I-], [I-], [Na+]. Yields the product O=C(O)CCCCCCCCCCI. RXN SMILES: [Br:1][CH2:2][CH2:3][CH2:4][CH2:5][CH2:6][CH2:7][CH2:8][CH2:9][CH2:10][CH2:11][C:12](=[O:13])[OH:14].[CH2:21]([N+:22]([CH2:23][CH2:24][CH2:25][CH3:26])([CH2:27][CH2:28][CH2:29][CH3:30])[CH2:31][CH2:32][CH2:33][CH3:34])[CH2:35][CH2:36][CH3:37].[CH3:17][C:18]#[N:19].[I-:16].[I-:20].[Na+:15]>>[CH2:2]([CH2:3][CH2:4][CH2:5][CH2:6][CH2:7][CH2:8][CH2:9][CH2:10][CH2:11][C:12](=[O:13])[OH:14])[I:16].